describe an organic reaction: reactants, conditions, products, and yield From a dataset of the Open Reaction Database (ORD), a public repository of structured organic reaction records. The reactants are C(C1=CC=CC=C1)OC1=C2[C@H]3CC[C@@H](C2=C(C=C1C[C@@H](CO)O)OC)C3 ((2S*)-3-[(1R*,4S*)-5-(benzyloxy)-8-methoxy-1,2,3,4-tetrahydro-1,4-methanonaphthalen-6-yl]propane-1,2-diol), C1(=CC=C(C=C1)S(=O)(=O)Cl)C (p-toluenesulfonyl chloride), Intermediate 18. Solvent: N1=CC=CC=C1 (pyridine). The product is CC1=CC=C(C=C1)S(=O)(=O)OC[C@H](CC=1C(=C2[C@H]3CC[C@@H](C2=C(C1)OC)C3)OCC3=CC=CC=C3)O ((2S*)-3-[(1R*,4S*)-5-(benzyloxy)-8-methoxy-1,2,3,4-tetrahydro-1,4-methanonaphthalen-6-yl]-2-hydroxypropyl 4-methylbenzenesulfonate). RXN SMILES: [CH2:1]([O:8][C:9]1[C:18]([CH2:19][C@H:20]([OH:23])[CH2:21][OH:22])=[CH:17][C:16]([O:24][CH3:25])=[C:15]2[C:10]=1[C@@H:11]1[CH2:26][C@H:14]2[CH2:13][CH2:12]1)[C:2]1[CH:7]=[CH:6][CH:5]=[CH:4][CH:3]=1.[C:27]1([CH3:37])[CH:32]=[CH:31][C:30]([S:33](Cl)(=[O:35])=[O:34])=[CH:29][CH:28]=1>N1C=CC=CC=1>[CH3:37][C:27]1[CH:32]=[CH:31][C:30]([S:33]([O:22][CH2:21][C@@H:20]([OH:23])[CH2:19][C:18]2[C:9]([O:8][CH2:1][C:2]3[CH:3]=[CH:4][CH:5]=[CH:6][CH:7]=3)=[C:10]3[C:15](=[C:16]([O:24][CH3:25])[CH:17]=2)[C@H:14]2[CH2:26][C@@H:11]3[CH2:12][CH2:13]2)(=[O:35])=[O:34])=[CH:29][CH:28]=1. Procedure: Treatment of (2S*)-3-[(1R*,4S*)-5-(benzyloxy)-8-methoxy-1,2,3,4-tetrahydro-1,4-methanonaphthalen-6-yl]propane-1,2-diol (13.95 g, 39.56 mmol) with p-toluenesulfonyl chloride (8.25 g, 43.92 mmol) in anhydrous pyridine (350 mL) generally according to the procedure described for Intermediate 18 gave (2S*)-3-[(1R*,4S*)-5-(benzyloxy)-8-methoxy-1,2,3,4-tetrahydro-1,4-methanonaphthalen-6-yl]-2-hydroxypropyl 4-methylbenzenesulfonate. Treatment of the tosylate with palladium on carbon (10 wt. %, 1.6 g) ge... Starting materials: Cc1nccn1-c1ccc(Nc2nc3c(c(CC4CCOCC4)n2)CNCC3)cc1, O=CCO. The product is Cc1nccn1-c1ccc(Nc2nc3c(c(CC4CCOCC4)n2)CN(CCO)CC3)cc1. RXN SMILES: [CH3:1][c:2]1[n:3](-[c:7]2[cH:8][cH:9][c:10]([NH:13][c:14]3[n:15][c:16]([CH2:24][CH:25]4[CH2:26][CH2:27][O:28][CH2:29][CH2:30]4)[c:17]4[c:18]([n:19]3)[CH2:20][CH2:21][NH:22][CH2:23]4)[cH:11][cH:12]2)[cH:4][cH:5][n:6]1.[CH:31]([CH2:32][OH:33])=[O:34]>>[CH3:1][c:2]1[n:3](-[c:7]2[cH:8][cH:9][c:10]([NH:13][c:14]3[n:15][c:16]([CH2:24][CH:25]4[CH2:26][CH2:27][O:28][CH2:29][CH2:30]4)[c:17]4[c:18]([n:19]3)[CH2:20][CH2:21][N:22]([CH2:31][CH2:32][OH:33])[CH2:23]4)[cH:11][cH:12]2)[cH:4][cH:5][n:6]1. Starting materials: C(C(O)CO)OC=CC=CCCCC (octadienyl glyceryl ether). Reagents/catalysts: [Pd] (Pd—C). Run at temperature 47.5 celsius, time 6 hour. The product is C(C(O)CO)OCCCCCCCC (octyl glyceryl ether). Isolated yield 100.0%. RXN SMILES: [CH2:1]([O:6][CH:7]=[CH:8][CH:9]=[CH:10][CH2:11][CH2:12][CH2:13][CH3:14])[CH:2]([CH2:4][OH:5])[OH:3]>[Pd]>[CH2:1]([O:6][CH2:7][CH2:8][CH2:9][CH2:10][CH2:11][CH2:12][CH2:13][CH3:14])[CH:2]([CH2:4][OH:5])[OH:3]. Procedure details: In a 500-mL autoclave were added 100 g of the resulting octadienyl glyceryl ether and 5 g of 5% Pd—C (product of NE Chemcat Corporation). The mixture was stirred at 25 to 70° C. for 6 hours under a hydrogen atmosphere of a pressure of 1 to 5 MPa. After completion of the reaction, the catalyst was filtered off, whereby 102 g of octyl glyceryl ether was obtained as a colorless transparent oil. Gas chromatography(GC) analysis showed that the monooctyl glyceryl ether content was 99%, and the dioctyl... Starting materials: COC(=O)C1CCCN2CC(Br)C(=O)N12, CC(C)=O, [N-]=[N+]=[N-], [Na+]. The product is COC(=O)C1CCCN2CC(N=[N+]=[N-])C(=O)N12. Reaction SMILES: [Br:1][CH:2]1[C:3](=[O:15])[N:4]2[N:5]([CH2:6][CH2:7][CH2:8][CH:9]2[C:10](=[O:11])[O:12][CH3:13])[CH2:14]1.[CH3:20][C:21](=[O:22])[CH3:23].[N-:17]=[N+:18]=[N-:19].[Na+:16]>>[CH:2]1([N:17]=[N+:18]=[N-:19])[C:3](=[O:15])[N:4]2[N:5]([CH2:6][CH2:7][CH2:8][CH:9]2[C:10](=[O:11])[O:12][CH3:13])[CH2:14]1.